This data is from the Open Reaction Database (ORD), a public repository of structured organic reaction records. The task is: describe an organic reaction: reactants, conditions, products, and yield Starting materials: BrC1=CC(=CC=C1)[Si](C)(C)C (1-bromo-3-trimethylsilylbenzene), CN(C)C=O (DMF), Cl (HCl), [Li]CCCC (BuLi). The solvent is CCOCC (Et2O), O (water), CCOCC (Et2O). Run at temperature 0 celsius, time 30 minute. Yields the product C[Si](C=1C=C(C=O)C=CC1)(C)C (3-trimethylsilylbenzaldehyde). The yield is 46.6%. Reaction SMILES: Br[C:2]1[CH:7]=[CH:6][CH:5]=[C:4]([Si:8]([CH3:11])([CH3:10])[CH3:9])[CH:3]=1.[Li]CCCC.CN([CH:20]=[O:21])C.Cl>CCOCC.O>[CH3:9][Si:8]([CH3:11])([CH3:10])[C:4]1[CH:3]=[C:2]([CH:7]=[CH:6][CH:5]=1)[CH:20]=[O:21]. Procedure: To a solution of 5 g (21.89 mmol) of 1-bromo-3-trimethylsilylbenzene prepared according to the protocol described in the preceding step, in 40 mL of anhydrous Et2O, cooled to 0° C. and maintained under a nitrogen atmosphere, are added dropwise, with stirring and over 30 minutes, 16.36 mL (26.18 mmol) of BuLi (1.6M/hexane). Stirring is continued at 0° C. for a further 30 minutes, and the mixture is then maintained at room temperature for 90 minutes. 2.69 mL (34.91 mmol) of DMF, diluted with 17 mL... The reactants are CC(=O)OC(C)=O, COc1ccc(C(C#N)=Cc2cccc(N)c2)cc1OC, c1ccncc1. The product is COc1ccc(C(C#N)=Cc2cccc(NC(C)=O)c2)cc1OC. Reaction SMILES: [CH3:22][C:23](=[O:24])[O:25][C:26](=[O:27])[CH3:28].[NH2:1][c:2]1[cH:3][c:4]([CH:8]=[C:9]([C:10]#[N:11])[c:12]2[cH:13][c:14]([O:20][CH3:21])[c:15]([O:18][CH3:19])[cH:16][cH:17]2)[cH:5][cH:6][cH:7]1.[cH:29]1[cH:30][cH:31][n:32][cH:33][cH:34]1>>[NH:1]([c:2]1[cH:3][c:4]([CH:8]=[C:9]([C:10]#[N:11])[c:12]2[cH:13][c:14]([O:20][CH3:21])[c:15]([O:18][CH3:19])[cH:16][cH:17]2)[cH:5][cH:6][cH:7]1)[C:23]([CH3:22])=[O:24]. Starting materials: FC1=CC=C(C#N)C=C1 (4-fluorobenzonitrile), Cl (hydrogen chloride), C(C)O (ethanol). Product: Cl.FC1=CC=C(C(OCC)=N)C=C1 (Ethyl 4-fluorobenzimidate hydrochloride), target compound. Yield: 99.0%. RXN SMILES: [F:1][C:2]1[CH:9]=[CH:8][C:5]([C:6]#[N:7])=[CH:4][CH:3]=1.[ClH:10].[CH2:11]([OH:13])[CH3:12]>>[ClH:10].[F:1][C:2]1[CH:9]=[CH:8][C:5]([C:6](=[NH:7])[O:13][CH2:11][CH3:12])=[CH:4][CH:3]=1 |f:3.4|. Procedure: Ethyl 4-fluorobenzimidate hydrochloride was synthesized in the same manner as in Reference Example 2. That is, 4-fluorobenzonitrile (50.8 g, 0.407 mol) was treated with hydrogen chloride in ethanol (500 mL) to give 82.1 g (99%) of the target compound as colorless crystals.